Dataset: the Open Reaction Database (ORD), a public repository of structured organic reaction records. Task: describe an organic reaction: reactants, conditions, products, and yield Starting materials: ClCCl, COC(=O)CCCCCCCCCCCCCCCCCCCO, Cc1ccc(S(=O)(=O)Cl)cc1, c1ccncc1. Product: COC(=O)CCCCCCCCCCCCCCCCCCCS(=O)(=O)c1ccc(C)cc1. RXN SMILES: [CH2:42]([Cl:43])[Cl:44].[OH:1][CH2:2][CH2:3][CH2:4][CH2:5][CH2:6][CH2:7][CH2:8][CH2:9][CH2:10][CH2:11][CH2:12][CH2:13][CH2:14][CH2:15][CH2:16][CH2:17][CH2:18][CH2:19][CH2:20][C:21](=[O:22])[O:23][CH3:24].[c:31]1([CH3:41])[cH:32][cH:33][c:34]([S:37](=[O:38])(=[O:39])[Cl:40])[cH:35][cH:36]1.[cH:25]1[cH:26][cH:27][n:28][cH:29][cH:30]1>>[CH2:2]([CH2:3][CH2:4][CH2:5][CH2:6][CH2:7][CH2:8][CH2:9][CH2:10][CH2:11][CH2:12][CH2:13][CH2:14][CH2:15][CH2:16][CH2:17][CH2:18][CH2:19][CH2:20][C:21](=[O:22])[O:23][CH3:24])[S:37]([c:34]1[cH:33][cH:32][c:31]([CH3:41])[cH:36][cH:35]1)(=[O:38])=[O:39].